The task is: describe an organic reaction: reactants, conditions, products, and yield. This data is from the Open Reaction Database (ORD), a public repository of structured organic reaction records. Reaction SMILES: [CH2:30]([SiH:31]([CH2:32][CH3:33])[CH2:34][CH3:35])[CH3:36].[CH2:44]([Cl:45])[Cl:46].[CH:1]1([CH2:6][CH:7]([OH:8])[c:9]2[c:10](-[c:18]3[cH:19][c:20]4[cH:21][cH:22][c:23]([O:28][CH3:29])[cH:24][c:25]4[cH:26][cH:27]3)[o:11][c:12]3[c:13]2[cH:14][cH:15][cH:16][cH:17]3)[CH2:2][CH2:3][CH2:4][CH2:5]1.[OH:37][C:38]([C:39]([F:40])([F:41])[F:42])=[O:43]>>[CH:1]1([CH2:6][CH2:7][c:9]2[c:10](-[c:18]3[cH:19][c:20]4[cH:21][cH:22][c:23]([O:28][CH3:29])[cH:24][c:25]4[cH:26][cH:27]3)[o:11][c:12]3[c:13]2[cH:14][cH:15][cH:16][cH:17]3)[CH2:2][CH2:3][CH2:4][CH2:5]1. Product: COc1ccc2cc(-c3oc4ccccc4c3CCC3CCCC3)ccc2c1. Reactants: CC[SiH](CC)CC, ClCCl, COc1ccc2cc(-c3oc4ccccc4c3C(O)CC3CCCC3)ccc2c1, O=C(O)C(F)(F)F.